From a dataset of the Open Reaction Database (ORD), a public repository of structured organic reaction records. describe an organic reaction: reactants, conditions, products, and yield Conditions: time 8 hour. Reaction SMILES: Cl.[NH2:2][OH:3].O=[C:5]([C:10]1[C:19]2[C:14](=[CH:15][CH:16]=[CH:17][CH:18]=2)[CH:13]=[CH:12][CH:11]=1)[C:6]([O:8][CH3:9])=[O:7]>CO>[OH:3][N:2]=[C:5]([C:10]1[C:19]2[C:14](=[CH:15][CH:16]=[CH:17][CH:18]=2)[CH:13]=[CH:12][CH:11]=1)[C:6]([O:8][CH3:9])=[O:7] |f:0.1|. Solvent: CO (methanol). Procedure: Hydroxylamine hydrochloride (834 mg) was added to a stirred solution of methyl 2-oxo-2-(1-naphthyl)acetate (1.72 g) in methanol. The mixture was left overnight then the solvent was evaporated and the residue partitioned between ethyl acetate and water. The organic phase was washed with water and brine, dried over magnesium sulphate and evaporated. The title oxime (828 mg) was obtained by recrystallisation of the residue from ethyl acetate/hexane. (Found: M+ 229.0743. C13H11NO3 requires 229.0739)... Yield: 45.0%. Yields the product ON=C(C(=O)OC)C1=CC=CC2=CC=CC=C12 (Methyl 2-hydroxyimino-2-(1-naphthyl)acetate). Starting materials: Cl.NO (Hydroxylamine hydrochloride), O=C(C(=O)OC)C1=CC=CC2=CC=CC=C12 (methyl 2-oxo-2-(1-naphthyl)acetate). Starting materials: [C@@H]1([C@H](O)[C@@H](O)[C@H](O)[C@H](O1)CO)C1=CC(=C(C=C1)Cl)CC=1SC(=CC1)C1=CC=C(C=C1)C=O (1-(β-D-Glucopyranosyl)-4-chloro-3-(5-(4-formylphenyl)-2-thienylmethyl)benzene), [BH4-].[Na+] (sodium borohydride). Solvent: C(C)O (ethanol), O1CCCC1 (tetrahydrofuran). Conditions: time 1 hour. Product: [C@@H]1([C@H](O)[C@@H](O)[C@H](O)[C@H](O1)CO)C1=CC(=C(C=C1)Cl)CC=1SC(=CC1)C1=CC=C(C=C1)CO (1-(β-D-glucopyranosyl)-4-chloro-3-(5-(4-hydroxymethylphenyl)-2-thienylmethyl)benzene). Isolated yield 97.2%. RXN SMILES: [C@@H:1]1([C:12]2[CH:17]=[CH:16][C:15]([Cl:18])=[C:14]([CH2:19][C:20]3[S:21][C:22]([C:25]4[CH:30]=[CH:29][C:28]([CH:31]=[O:32])=[CH:27][CH:26]=4)=[CH:23][CH:24]=3)[CH:13]=2)[O:9][C@H:8]([CH2:10][OH:11])[C@@H:6]([OH:7])[C@H:4]([OH:5])[C@H:2]1[OH:3].[BH4-].[Na+]>C(O)C.O1CCCC1>[C@@H:1]1([C:12]2[CH:17]=[CH:16][C:15]([Cl:18])=[C:14]([CH2:19][C:20]3[S:21][C:22]([C:25]4[CH:30]=[CH:29][C:28]([CH2:31][OH:32])=[CH:27][CH:26]=4)=[CH:23][CH:24]=3)[CH:13]=2)[O:9][C@H:8]([CH2:10][OH:11])[C@@H:6]([OH:7])[C@H:4]([OH:5])[C@H:2]1[OH:3] |f:1.2|. Reported procedure: 1-(β-D-Glucopyranosyl)-4-chloro-3-(5-(4-formylphenyl)-2-thienylmethyl)benzene (84 mg) obtained in Example 249 was dissolved in a mixture of ethanol (2 ml)-tetrahydrofuran (2 ml) and added thereto was sodium borohydride (7 mg). The mixture was stirred at room temperature for 1 hour. The mixture was quenched by 2N hydrochloric acid aqueous solution (3 drops) at 0° C., and the solvents were evaporated under reduced pressure. The residue was purified by silica gel column chromatography (chloroform:m... The reactants are CCOP(=O)(Cc1ccccc1)CC(O)CNC(C)c1cc(OC)c(OC)c(OC)c1, [Li+], [OH-], O. The product is COc1cc(C(C)NCC(O)CP(=O)(O)Cc2ccccc2)cc(OC)c1OC. Reaction SMILES: [CH2:3]([CH3:4])[O:5][P:6](=[O:7])([CH2:8][c:9]1[cH:10][cH:11][cH:12][cH:13][cH:14]1)[CH2:15][CH:16]([CH2:17][NH:18][CH:19]([CH3:20])[c:21]1[cH:22][c:23]([O:31][CH3:32])[c:24]([O:29][CH3:30])[c:25]([O:27][CH3:28])[cH:26]1)[OH:33].[Li+:1].[OH-:2].[OH2:34]>>[O:5]=[P:6]([OH:7])([CH2:8][c:9]1[cH:10][cH:11][cH:12][cH:13][cH:14]1)[CH2:15][CH:16]([CH2:17][NH:18][CH:19]([CH3:20])[c:21]1[cH:22][c:23]([O:31][CH3:32])[c:24]([O:29][CH3:30])[c:25]([O:27][CH3:28])[cH:26]1)[OH:33]. Reactants: BrC1=CC=C(C=C1)C=1N=C(SC1)NC(CO)=O (N-[4-(4-Bromophenyl)-1,3-thiazol-2-yl]-2-hydroxyacetamide), COC(C)(C)OC (dimethoxypropane), O.C1(=CC=C(C=C1)S(=O)(=O)O)C (p-toluenesulfonic acid monohydrate). Solvent: C1(=CC=CC=C1)C (toluene). Conditions: temperature 90 celsius. Product: BrC1=CC=C(C=C1)C=1N=C(SC1)N1C(OCC1=O)(C)C (3-[4-(4-Bromophenyl)-1,3-thiazol-2-yl]-2,2-dimethyl-1,3-oxazolidin-4-one). The yield is 53.1%. RXN SMILES: [Br:1][C:2]1[CH:7]=[CH:6][C:5]([C:8]2[N:9]=[C:10]([NH:13][C:14](=[O:17])[CH2:15][OH:16])[S:11][CH:12]=2)=[CH:4][CH:3]=1.CO[C:20](OC)([CH3:22])[CH3:21].O.C1(C)C=CC(S(O)(=O)=O)=CC=1>C1(C)C=CC=CC=1>[Br:1][C:2]1[CH:3]=[CH:4][C:5]([C:8]2[N:9]=[C:10]([N:13]3[C:14](=[O:17])[CH2:15][O:16][C:20]3([CH3:22])[CH3:21])[S:11][CH:12]=2)=[CH:6][CH:7]=1 |f:2.3|. Procedure: N-[4-(4-Bromophenyl)-1,3-thiazol-2-yl]-2-hydroxyacetamide (0.35 g, 1.12 mmol), prepared in the previous step, was suspended in 10 mL of toluene, dimethoxypropane (2.0 mL, 16.7 mmol) was added, which was followed by a catalytic amount of p-toluenesulfonic acid monohydrate (20 mg). The mixture was heated to 90° C. for 16 h, then cooled and concentrated under reduced pressure. Flash chromatography (5% acetone/hexane) provided the title compound (210 mg, 53%) as a white solid. HRMS: calcd for C14H13... Starting materials: ClC=1C=CC2=C(N=C(O2)S)C1 (5-chloro-benzooxazole-2-thiol), NC1CCN(CC1)C(=O)OCC (ethyl 4-amino-1-piperidine carboxylate), [Cl-].[Na+] (sodium chloride). The solvent is CC(=O)N(C)C (DMAc). Product: C(C)OC(=O)N1CCC(CC1)NC=1OC2=C(N1)C=C(C=C2)Cl (4-(5-Chloro-benzooxazol-2-ylamino)-piperidine-1-carboxylic acid ethyl ester). Yield: 39.0%. RXN SMILES: [Cl:1][C:2]1[CH:3]=[CH:4][C:5]2[O:9][C:8](S)=[N:7][C:6]=2[CH:11]=1.[NH2:12][CH:13]1[CH2:18][CH2:17][N:16]([C:19]([O:21][CH2:22][CH3:23])=[O:20])[CH2:15][CH2:14]1.[Cl-].[Na+]>CC(N(C)C)=O>[CH2:22]([O:21][C:19]([N:16]1[CH2:15][CH2:14][CH:13]([NH:12][C:8]2[O:9][C:5]3[CH:4]=[CH:3][C:2]([Cl:1])=[CH:11][C:6]=3[N:7]=2)[CH2:18][CH2:17]1)=[O:20])[CH3:23] |f:2.3|. Reported procedure: A mixture of 5-chloro-benzooxazole-2-thiol (4.00 g, 21.5 mmol, 1.0 equiv; commercially available from Aldrich) and ethyl 4-amino-1-piperidine carboxylate (4.9 g, 28.0 mmol, 1.3 equiv) in anhydrous DMAc (5 mL) was heated to 200° C. under microwave irradiation for 20 min. To the crude reaction mixture was added a conc. solution of sodium chloride (100 mL), the solution extracted with ethyl acetate (3×100 mL) and the combined organic phases dried over MgSO4. Purification of the crude material with ... Starting materials: [OH-].[Li+] (lithium hydroxide), C1(=C(C=CC=C1)N)N (Phenylenediamine), C(CCl)Cl (EDC), C=1C=CC2=C(C1)N=NN2O (HOBt), COC(C1=CN=C(C=C1)C(C(=O)NC1=CC2=CC=CC=C2C=C1)N1CCN(CC1)C)=O (Methyl-6-[1-(4-methylpiperazin-1-yl)-2-(2-naphthylamino)-2-oxoethyl]nicotinate), Cl (HCl). Run in O (water), CO (methanol), C(Cl)Cl (CH2Cl2), C1CCOC1 (THF). Reaction conditions: time 18 hour. Product: NC1=C(C=CC=C1)NC(C1=CN=C(C=C1)C(C(=O)NC1=CC2=CC=CC=C2C=C1)N1CCN(CC1)C)=O (N-(2-aminophenyl)-6-[1-(4-methylpiperazin-1-yl)-2-(2-naphthylamino)-2-oxoethyl]nicotinamide). As a reaction SMILES: CO[C:3](=[O:31])[C:4]1[CH:9]=[CH:8][C:7]([CH:10]([N:24]2[CH2:29][CH2:28][N:27]([CH3:30])[CH2:26][CH2:25]2)[C:11]([NH:13][C:14]2[CH:23]=[CH:22][C:21]3[C:16](=[CH:17][CH:18]=[CH:19][CH:20]=3)[CH:15]=2)=[O:12])=[N:6][CH:5]=1.[OH-].[Li+].Cl.[C:35]1([NH2:42])[CH:40]=[CH:39][CH:38]=[CH:37][C:36]=1[NH2:41].C(Cl)CCl.C1C=CC2N(O)N=NC=2C=1>C1COCC1.C(Cl)Cl.O.CO>[NH2:41][C:36]1[CH:37]=[CH:38][CH:39]=[CH:40][C:35]=1[NH:42][C:3](=[O:31])[C:4]1[CH:9]=[CH:8][C:7]([CH:10]([N:24]2[CH2:29][CH2:28][N:27]([CH3:30])[CH2:26][CH2:25]2)[C:11]([NH:13][C:14]2[CH:15]=[CH:16][C:21]3[C:22](=[CH:17][CH:18]=[CH:19][CH:20]=3)[CH:23]=2)=[O:12])=[N:6][CH:5]=1 |f:1.2|. Procedure details: The compound from Step A above was dissolved in 0.5 mL each of THF, methanol and water then 12.0 mg (0.5 mmol) of lithium hydroxide was added and the solution was stirred for 18 h at rt. The solution was allowed to cool to room temperature and 300 μL of 2 N HCl was added. The solvent was evaporated and the residue was dissolved in 500 μL of DMF. Phenylenediamine (104 mg, 0.500 mmol), EDC (96.7 mg, 0.500 mmol), and HOBt (67.2 mg, 0.500 mmol) were added and the solution was allowed to stir for 18 ... The product is Cc1nc(-c2cncc(CCc3ccc(F)cc3)n2)sc1C(=O)NCc1ccc(F)cc1. RXN SMILES: [C:36]([O:37][CH2:38][CH3:39])(=[O:40])[CH3:41].[CH2:33]([OH:34])[CH3:35].[F:1][c:2]1[cH:3][cH:4][c:5]([CH2:6][NH:7][C:8](=[O:9])[c:10]2[c:11]([CH3:30])[n:12][c:13](-[c:15]3[n:16][c:17]([CH:21]=[CH:22][c:23]4[cH:24][cH:25][c:26]([F:29])[cH:27][cH:28]4)[cH:18][n:19][cH:20]3)[s:14]2)[cH:31][cH:32]1>>[F:1][c:2]1[cH:3][cH:4][c:5]([CH2:6][NH:7][C:8](=[O:9])[c:10]2[c:11]([CH3:30])[n:12][c:13](-[c:15]3[n:16][c:17]([CH2:21][CH2:22][c:23]4[cH:24][cH:25][c:26]([F:29])[cH:27][cH:28]4)[cH:18][n:19][cH:20]3)[s:14]2)[cH:31][cH:32]1. Reactants: CCOC(C)=O, CCO, Cc1nc(-c2cncc(C=Cc3ccc(F)cc3)n2)sc1C(=O)NCc1ccc(F)cc1. Starting materials: BrC1=CC2=C(N=C(S2)[C@@H]2C[C@H](C2)N2[C@@H](CCC2)C)C=C1 (Trans-6-bromo-2-{3-[(2R)-2-methylpyrrolidin-1-yl]cyclobutyl}-1,3-benzothiazole), CC1=NC(=CC=C1B1OC(C(O1)(C)C)(C)C)C (2,6-Dimethyl-3-(4,4,5,5-tetramethyl-[1,3,2]dioxaborolan-2-yl)-pyridine), N1=CN=CC(=C1)B(O)O (pyrimidine-5-boronic acid). The product is CC1=NC(=CC=C1C1=CC2=C(N=C(S2)[C@@H]2C[C@H](C2)N2CCCCC2)C=C1)C (Trans-6-(2,6-dimethylpyridin-3-yl)-2-(3-piperidin-1-ylcyclobutyl)-1,3-benzothiazole). Reaction SMILES: Br[C:2]1[CH:20]=[CH:19][C:5]2[N:6]=[C:7]([C@H:9]3[CH2:12][C@H:11]([N:13]4[CH2:17][CH2:16][CH2:15][C@H:14]4[CH3:18])[CH2:10]3)[S:8][C:4]=2[CH:3]=1.[CH3:21][C:22]1[C:27](B2OC(C)(C)C(C)(C)O2)=[CH:26][CH:25]=[C:24]([CH3:37])[N:23]=1.N1C=C(B(O)O)C=NC=1>>[CH3:21][C:22]1[C:27]([C:2]2[CH:20]=[CH:19][C:5]3[N:6]=[C:7]([C@H:9]4[CH2:10][C@H:11]([N:13]5[CH2:18][CH2:14][CH2:15][CH2:16][CH2:17]5)[CH2:12]4)[S:8][C:4]=3[CH:3]=2)=[CH:26][CH:25]=[C:24]([CH3:37])[N:23]=1. Procedure details: The title compound was prepared according to the procedure described in Example 1F, substituting the product of Example 44A for the product of Example 1E and substituting the product of Example 2A for pyrimidine-5-boronic acid. 1H NMR (500 MHz, CDCl3) δ ppm 8.02 (d, J=8.24 Hz, 1H) 7.76 (s, 1H) 7.47 (d, J=7.63 Hz, 1H) 7.40 (dd, J=8.54, 1.53 Hz, 1H) 7.08 (d, J=7.63 Hz, 1H) 3.83-3.92 (m, 1H) 3.42-3.53 (m, 1H) 2.92-3.04 (m, 1H) 2.62-2.74 (m, 3H) 2.60 (s, 3H) 2.50 (s, 3H) 2.08 (s, 4H) 1.71-1.83 (m, 4...